From a dataset of the Open Reaction Database (ORD), a public repository of structured organic reaction records. describe an organic reaction: reactants, conditions, products, and yield The reactants are CC(C)(C)[Si](Oc1cc(F)cc(F)c1)(c1ccccc1)c1ccccc1, CCOC(=O)C=O, C1CCOC1, [Li]CCCC. Yields the product CCOC(=O)C(O)c1c(F)cc(O[Si](c2ccccc2)(c2ccccc2)C(C)(C)C)cc1F. RXN SMILES: [C:1]([CH3:2])([CH3:3])([CH3:4])[Si:5]([c:6]1[cH:7][cH:8][cH:9][cH:10][cH:11]1)([c:12]1[cH:13][cH:14][cH:15][cH:16][cH:17]1)[O:18][c:19]1[cH:20][c:21]([F:26])[cH:22][c:23]([F:25])[cH:24]1.[CH2:32]([CH3:33])[O:34][C:35]([CH:36]=[O:37])=[O:38].[CH2:39]1[O:40][CH2:41][CH2:42][CH2:43]1.[CH3:27][CH2:28][CH2:29][CH2:30][Li:31]>>[C:1]([CH3:2])([CH3:3])([CH3:4])[Si:5]([c:6]1[cH:7][cH:8][cH:9][cH:10][cH:11]1)([c:12]1[cH:13][cH:14][cH:15][cH:16][cH:17]1)[O:18][c:19]1[cH:20][c:21]([F:26])[c:22]([CH:36]([C:35]([O:34][CH2:32][CH3:33])=[O:38])[OH:37])[c:23]([F:25])[cH:24]1. The reactants are FC1=CC=C(CC=2CS[C@H]3N(C2C(=O)OC(C)(C)C)C(C3NC(CC=3SC=CC3)=O)=O)C=C1 (t-Butyl 3-p-fluorobenzyl-7-(2-thienylacetamido)-3-cephem-4-carboxylate), CCOCC (ether), FC1=CC=C(CC=2CS[C@H]3N(C2C(=O)OC(C)(C)C)C(C3NC(CC=3SC=CC3)=O)=O)C=C1 (t-Butyl 3-p-fluorobenzyl-7-(2-thienylacetamido)-3-cephem-4-carboxylate). The product is O1C(CCCC1)CC=1CS[C@H]2N(C1C(=O)OC(C)(C)C)C(C2NC(CC=2SC=CC2)=O)=O (t-butyl 3-(2-tetrahydropyranylmethyl)-7-(2-thienylacetamido)-3-cephem-4-carboxylate). As a reaction SMILES: F[C:2]1[CH:33]=[CH:32][C:5]([CH2:6][C:7]2[CH2:8][S:9][C@@H:10]3[CH:21]([NH:22][C:23](=[O:30])[CH2:24][C:25]4[S:26][CH:27]=[CH:28][CH:29]=4)[C:20](=[O:31])[N:11]3[C:12]=2[C:13]([O:15][C:16]([CH3:19])([CH3:18])[CH3:17])=[O:14])=C[CH:3]=1.CC[O:36]CC>>[O:36]1[CH2:3][CH2:2][CH2:33][CH2:32][CH:5]1[CH2:6][C:7]1[CH2:8][S:9][C@@H:10]2[CH:21]([NH:22][C:23](=[O:30])[CH2:24][C:25]3[S:26][CH:27]=[CH:28][CH:29]=3)[C:20](=[O:31])[N:11]2[C:12]=1[C:13]([O:15][C:16]([CH3:18])([CH3:17])[CH3:19])=[O:14]. Procedure details: Trituration of the oil with ether gave the cephem (X) as a white solid (29 mg), m.p. 175°-185° decomp. M+ m/e 478 (parent peak) and the fragmentations expected for the cephem (X). Reactants: FC1=NC(=C(C(=C1F)N1CCN(CC1)CC1=CC=CC=C1)F)F (1-(2,3,5,6-tetrafluoropyridin-4-yl)-4-benzylpiperazine), ClC(=O)OCCCl (chloroethyl chloroformate). The solvent is ClCCCl (1,2-dichloroethane). Reaction conditions: time 2 hour. Yields the product Cl.FC1=NC(=C(C(=C1F)N1CCNCC1)F)F (1-(2,3,5,6-Tetrafluoropyridin-4-yl)piperazine hydrochloride). The yield is 67.1%. Reaction SMILES: [F:1][C:2]1[C:7]([F:8])=[C:6]([N:9]2[CH2:14][CH2:13][N:12](CC3C=CC=CC=3)[CH2:11][CH2:10]2)[C:5]([F:22])=[C:4]([F:23])[N:3]=1.[Cl:24]C(OCCCl)=O>ClCCCl>[ClH:24].[F:23][C:4]1[C:5]([F:22])=[C:6]([N:9]2[CH2:14][CH2:13][NH:12][CH2:11][CH2:10]2)[C:7]([F:8])=[C:2]([F:1])[N:3]=1 |f:3.4|. Procedure details: To an ice bath cooled, stirred solution of 1-(2,3,5,6-tetrafluoropyridin-4-yl)-4-benzylpiperazine (Method 20; 4.59 g, 14.1 mmol) in 1,2-dichloroethane (40 ml) was added chloroethyl chloroformate (1.6 ml, 14.7 mmol) over five minutes. The solution was heated to reflux and stirred for two hours and allowed to cool to ambient temperature. Volatile material was removed by evaporation. The residue was dissolved in methanol, heated to reflux and stirred for 2.5 hours, allowed to cool to ambient temper... Starting materials: FC1=C(C=C(C(=C1F)F)F)C(CC(=O)O)=O (2,3,4,5-tetrafluoroβ-oxo-benzenepropanoic acid), C(C)OC(OCC)OCC (triethylorthoformate), C(C)(=O)OC(C)=O (acetic anhydride), C1(CC1)N (cyclopropylamine), CC(C)([O-])C.[K+] (potassium t-butoxide). Solvent: C(C)(C)(C)O (t-butanol), C(C)(C)(C)O (t-butanol). Run at temperature 80 celsius, time 30 minute. Yields the product C1(CC1)N1C=C(C(C2=CC(=C(C(=C12)F)F)F)=O)C(=O)O (1-cyclopropyl-6,7,8-trifluoro-1,4-dihydro-4-oxo-3-quinolinecarboxylic acid). Isolated yield 81.9%. Reaction SMILES: F[C:2]1[C:7]([F:8])=[C:6]([F:9])[C:5]([F:10])=[CH:4][C:3]=1[C:11](=[O:16])[CH2:12][C:13]([OH:15])=[O:14].[CH2:17](OC(OCC)OCC)C.C(OC(=O)C)(=O)C.[CH:34]1([NH2:37])[CH2:36][CH2:35]1.CC(C)([O-])C.[K+]>C(O)(C)(C)C>[CH:34]1([N:37]2[C:2]3[C:3](=[CH:4][C:5]([F:10])=[C:6]([F:9])[C:7]=3[F:8])[C:11](=[O:16])[C:12]([C:13]([OH:15])=[O:14])=[CH:17]2)[CH2:36][CH2:35]1 |f:4.5|. Reported procedure: To 17.6 g (66.6 mmol) of the 2,3,4,5-tetrafluoroβ-oxo-benzenepropanoic acid was added 14.6 g (~1.5 equivalents) of triethylorthoformate and 16.19 g (2.38 equivalents) of acetic anhydride. The mixture was refluxed for two hours at 120° (and was then cooled to 80° C. and concentrated in vacuo. The mixture was diluted with t-butanol, cooled to 10° C., and 3.8 g (1.05 equivalents) of cyclopropylamine in 120 ml of t-butanol was added. The mixture was stirred at 20° C. for 30 minutes and then warmed t... Reactants: CC(C)(C)OC(=O)N1CCCC1COc1ccc(Cc2nc3ccccc3s2)cc1, Cl, C1COCCO1. The product is Cl, c1ccc2sc(Cc3ccc(OCC4CCCN4)cc3)nc2c1. Reaction SMILES: [C:1]([O:2][C:3](=[O:4])[N:8]1[CH:9]([CH2:13][O:14][c:15]2[cH:16][cH:17][c:18]([CH2:21][c:22]3[s:23][c:24]4[c:25]([n:26]3)[cH:27][cH:28][cH:29][cH:30]4)[cH:19][cH:20]2)[CH2:10][CH2:11][CH2:12]1)([CH3:5])([CH3:6])[CH3:7].[ClH:31].[O:32]1[CH2:33][CH2:34][O:35][CH2:36][CH2:37]1>>[ClH:31].[NH:8]1[CH:9]([CH2:13][O:14][c:15]2[cH:16][cH:17][c:18]([CH2:21][c:22]3[s:23][c:24]4[c:25]([n:26]3)[cH:27][cH:28][cH:29][cH:30]4)[cH:19][cH:20]2)[CH2:10][CH2:11][CH2:12]1. The reactants are C(C)OC(C(CC(C)C)C=1C=C(C=C(C1)C1NC(CCC1)C)C1=CC=C(C=C1)C(F)(F)F)=O (4-Methyl-2-[5-(6-methyl-piperidin-2-yl)-4′-trifluoromethyl-biphenyl-3-yl]-pentanoic acid ethyl ester), compounds 6c, [OH-].[K+] (KOH). Solvent: CCO (EtOH). Conditions: temperature 80 celsius. Yields the product CC(CC(C(=O)O)C=1C=C(C=C(C1)C1NC(CCC1)C)C1=CC=C(C=C1)C(F)(F)F)C (4-Methyl-2-[5-(6-methyl-piperidin-2-yl)-4′-trifluoromethyl-biphenyl-3-yl]-pentanoic acid). As a reaction SMILES: C([O:3][C:4](=[O:33])[CH:5]([C:10]1[CH:11]=[C:12]([C:23]2[CH:28]=[CH:27][C:26]([C:29]([F:32])([F:31])[F:30])=[CH:25][CH:24]=2)[CH:13]=[C:14]([CH:16]2[CH2:21][CH2:20][CH2:19][CH:18]([CH3:22])[NH:17]2)[CH:15]=1)[CH2:6][CH:7]([CH3:9])[CH3:8])C.[OH-].[K+]>CCO>[CH3:8][CH:7]([CH3:9])[CH2:6][CH:5]([C:10]1[CH:11]=[C:12]([C:23]2[CH:28]=[CH:27][C:26]([C:29]([F:31])([F:32])[F:30])=[CH:25][CH:24]=2)[CH:13]=[C:14]([CH:16]2[CH2:21][CH2:20][CH2:19][CH:18]([CH3:22])[NH:17]2)[CH:15]=1)[C:4]([OH:33])=[O:3] |f:1.2|. Reported procedure: To 4-Methyl-2-[5-(6-methyl-piperidin-2-yl)-4′-trifluoromethyl-biphenyl-3-yl]-pentanoic acid ethyl ester, compounds 6c in EtOH (4 mL) was added 2M KOH (162 μL, 0.324 mmol). The reaction was heated to 80° C. for 2 hours, cooled to room temperature, and concentrated in vacuo. Purification via Gilson HPLC, followed by salt exchange with aqueous 1N HCl gave the product as a white solid. 1H NMR (300 MHz, MeOD) δ ppm 0.96 (dd, J=6.59, 1.70 Hz, 6 H) 1.39 (d, J=6.41 Hz, 3 H) 1.49-1.63 (m, 2 H) 1.65-1.80 ... Starting materials: OC=1C=C(C(=O)O)C=C(C1)O[C@H](COC)C (3-hydroxy-5-{[(1S)-1-methyl-2-(methyloxy)ethyl]oxy}benzoic acid), FC1=CC2=C(S(CCCO2)(=O)=O)C=C1 (8-fluoro-3,4-dihydro-2H-1,5-benzoxathiepine 5,5-dioxide), C([O-])([O-])=O.[K+].[K+] (potassium carbonate). Run in C(C)#N (acetonitrile). Run at temperature 160 celsius. The product is O=S1(CCCOC2=C1C=CC(=C2)OC=2C=C(C(=O)O)C=C(C2)O[C@H](COC)C)=O (3-[(5,5-Dioxido-3,4-dihydro-2H-1,5-benzoxathiepin-8-yl)oxy]-5-{[(1S)-1-methyl-2-(methyloxy)ethyl]oxy}benzoic acid). The yield is 48.7%. RXN SMILES: [OH:1][C:2]1[CH:3]=[C:4]([CH:8]=[C:9]([O:11][C@@H:12]([CH3:16])[CH2:13][O:14][CH3:15])[CH:10]=1)[C:5]([OH:7])=[O:6].F[C:18]1[CH:30]=[CH:29][C:21]2[S:22](=[O:28])(=[O:27])[CH2:23][CH2:24][CH2:25][O:26][C:20]=2[CH:19]=1.C(=O)([O-])[O-].[K+].[K+]>C(#N)C>[O:28]=[S:22]1(=[O:27])[C:21]2[CH:29]=[CH:30][C:18]([O:1][C:2]3[CH:3]=[C:4]([CH:8]=[C:9]([O:11][C@@H:12]([CH3:16])[CH2:13][O:14][CH3:15])[CH:10]=3)[C:5]([OH:7])=[O:6])=[CH:19][C:20]=2[O:26][CH2:25][CH2:24][CH2:23]1 |f:2.3.4|. Procedure details: A mixture of 3-hydroxy-5-{[(1S)-1-methyl-2-(methyloxy)ethyl]oxy}benzoic acid (0.245 g, 1.08 mmol), 8-fluoro-3,4-dihydro-2H-1,5-benzoxathiepine 5,5-dioxide (235 mg, 1.08 mmol) and potassium carbonate (299 mg, 2.17 mmol) in acetonitrile (7.8 mL) was heated in a microwave reactor at 160° C. for 5 hours. The mixture was reduced in vacuo and the residue purified by preparative HPLC (on a C18 reversed phase using 5-95% acetonitrile (+0.2% TFA) in water (+0.2% TFA) as eluant) to give the desired compou... The reactants are CCOc1ccc(COc2ccc3cc(C(C)NC(C)=O)oc3c2)cc1Br, CC(C)(C)O[K], O=C([O-])O, Cc1ccccc1, OB(O)C1CC1, C1CCC(P(C2CCCCC2)C2CCCCC2)CC1, [Na+], CC(=O)[O-], CC(=O)[O-], [Pd+2]. Product: CCOc1ccc(COc2ccc3cc(C(C)NC(C)=O)oc3c2)cc1C1CC1. As a reaction SMILES: [Br:1][c:2]1[cH:3][c:4]([CH2:5][O:6][c:7]2[cH:8][c:9]3[c:10]([cH:11][c:12]([CH:14]([CH3:15])[NH:16][C:17]([CH3:18])=[O:19])[o:13]3)[cH:20][cH:21]2)[cH:22][cH:23][c:24]1[O:25][CH2:26][CH3:27].[C:34]([O:35][K:36])([CH3:37])([CH3:38])[CH3:39].[C:59](=[O:60])([O-:61])[OH:62].[CH3:64][c:65]1[cH:66][cH:67][cH:68][cH:69][cH:70]1.[CH:28]1([B:31]([OH:32])[OH:33])[CH2:29][CH2:30]1.[CH:40]1([P:41]([CH:42]2[CH2:43][CH2:44][CH2:45][CH2:46][CH2:47]2)[CH:48]2[CH2:49][CH2:50][CH2:51][CH2:52][CH2:53]2)[CH2:54][CH2:55][CH2:56][CH2:57][CH2:58]1.[Na+:63].[O-:72][C:73]([CH3:74])=[O:75].[O-:76][C:77]([CH3:78])=[O:79].[Pd+2:71]>>[c:2]1([CH:28]2[CH2:29][CH2:30]2)[cH:3][c:4]([CH2:5][O:6][c:7]2[cH:8][c:9]3[c:10]([cH:11][c:12]([CH:14]([CH3:15])[NH:16][C:17]([CH3:18])=[O:19])[o:13]3)[cH:20][cH:21]2)[cH:22][cH:23][c:24]1[O:25][CH2:26][CH3:27]. The reactants are ClC=1C=CC=2N(N1)C(=CN2)C(C)C=2C(=C1C=CC=NC1=CC2F)F ((rac)-6-[1-(6-chloro-imidazo[1,2-b]pyridazin-3-yl)-ethyl]-5,7-difluoro-quinoline), N1C(CNCC1)=O (piperazin-2-one), ClC=1C=CC=2N(N1)C(=CN2)C(C)C=2C(=C1C=CC=NC1=CC2F)F ((rac)-6-[1-(6-chloro-imidazo[1,2-b]pyridazin-3-yl)-ethyl]-5,7-difluoro-quinoline), [F-].[K+] (KF). Run in CN1CCCC1=O (NMP), CCOC(=O)C (EtOAc). Reaction conditions: temperature 180 celsius, time 7 hour. Yields the product FC1=C2C=CC=NC2=CC(=C1C(C)C1=CN=C2N1N=C(C=C2)N2CC(NCC2)=O)F ((rac)-4-{3-[1-(5,7-Difluoro-quinolin-6-yl)-ethyl]-imidazo[1,2-b]pyridazin-6-yl}-piperazin-2-one). RXN SMILES: Cl[C:2]1[CH:3]=[CH:4][C:5]2[N:6]([C:8]([CH:11]([C:13]3[C:14]([F:24])=[C:15]4[C:20](=[CH:21][C:22]=3[F:23])[N:19]=[CH:18][CH:17]=[CH:16]4)[CH3:12])=[CH:9][N:10]=2)[N:7]=1.[F-].[K+].[NH:27]1[CH2:32][CH2:31][NH:30][CH2:29][C:28]1=[O:33]>CN1C(=O)CCC1.CCOC(C)=O>[F:24][C:14]1[C:13]([CH:11]([C:8]2[N:6]3[N:7]=[C:2]([N:30]4[CH2:31][CH2:32][NH:27][C:28](=[O:33])[CH2:29]4)[CH:3]=[CH:4][C:5]3=[N:10][CH:9]=2)[CH3:12])=[C:22]([F:23])[CH:21]=[C:20]2[C:15]=1[CH:16]=[CH:17][CH:18]=[N:19]2 |f:1.2|. Reported procedure: (rac)-6-[1-(6-Chloro-imidazo[1,2-b]pyridazin-3-yl)-ethyl]-5,7-difluoro-quinoline (Intermediate C, 6.40 g, 18.21 mmol), KF (5.34 g, 91.0 mmol), piperazin-2-one (5.64 g, 54.6 mmol) were suspended in NMP (60 mL). The RM was stirred at 180° C. for 7 h. The mixture was diluted with EtOAc and washed with 1M Na2CO3 (1×) and water (2×). The aqueous was further extracted with EtOAc (2×). The combined organic layers were dried over Na2SO4, filtered and concentrated. The residue was purified by flash chrom...